From a dataset of the Open Reaction Database (ORD), a public repository of structured organic reaction records. describe an organic reaction: reactants, conditions, products, and yield The reactants are C(#C)C=1C=C(C=NC1)N (5-Ethynylpyridin-3-amine). The reagents and catalysts are [Pd] (Pd/C). Solvent: CO (MeOH). Product: C(C)C=1C=C(C=NC1)N (5-ethylpyridin-3-amine). Yield: 55.6%. RXN SMILES: [C:1]([C:3]1[CH:4]=[C:5]([NH2:9])[CH:6]=[N:7][CH:8]=1)#[CH:2]>CO.[Pd]>[CH2:1]([C:3]1[CH:4]=[C:5]([NH2:9])[CH:6]=[N:7][CH:8]=1)[CH3:2]. Reported procedure: 5-Ethynylpyridin-3-amine (0.122 g, 1.03 mmol) and 10% Pd/C (0.11 g, 0.102 mmol) were suspended in MeOH (15 mL). This was hydrogenated (42 psi) in a Parr hydrogenation apparatus overnight. The reaction was filtered through Celite® and washed forward with MeOH. The filtrate was concentrated to afford 5-ethylpyridin-3-amine (0.070 g, 56% yield) as a light yellow oil. 1H NMR (400 MHz, DMSO-d6): δ 7.72 (d, J=2.4 Hz, 1H), 7.58 (d, J=1.6 Hz, 1H), 6.71 (t, J=2.0 Hz, 1H), 5.16 (s, 2H), 2.43 (q, J=7.2 Hz,...